This data is from the Open Reaction Database (ORD), a public repository of structured organic reaction records. The task is: describe an organic reaction: reactants, conditions, products, and yield The reactants are CN(CCN1C(=O)C=2C=CC=3NC4=CC=C(C=C4C3C2C1=O)[N+](=O)[O-])C (N-(2-dimethylaminoethyl)-6-nitrocarbazole-3,4-dicarboximide), [H][H] (hydrogen). The reagents and catalysts are [C].[Pd] (palladium-carbon). Solvent: CO (methanol). Reaction conditions: time 10 minute. The product is CN(CCN1C(=O)C=2C=CC=3NC4=CC=C(C=C4C3C2C1=O)N)C (N-(2-dimethylaminoethyl)-6-aminocarbazole-3,4-dicarboximide). Isolated yield 54.7%. RXN SMILES: [CH3:1][N:2]([CH3:26])[CH2:3][CH2:4][N:5]1[C:21](=[O:22])[C:20]2[C:19]3[C:18]4[C:13](=[CH:14][CH:15]=[C:16]([N+:23]([O-])=O)[CH:17]=4)[NH:12][C:11]=3[CH:10]=[CH:9][C:8]=2[C:6]1=[O:7].[H][H]>CO.[C].[Pd]>[CH3:1][N:2]([CH3:26])[CH2:3][CH2:4][N:5]1[C:21](=[O:22])[C:20]2[C:19]3[C:18]4[C:13](=[CH:14][CH:15]=[C:16]([NH2:23])[CH:17]=4)[NH:12][C:11]=3[CH:10]=[CH:9][C:8]=2[C:6]1=[O:7] |f:3.4|. Reported procedure: In 30 ml of methanol was dissolved 60 mg of N-(2-dimethylaminoethyl)-6-nitrocarbazole-3,4-dicarboximide. Thereto was added 30 mg of 5% palladium-carbon. The mixture was subjected to catalytic reduction in a hydrogen atmosphere at room temperature at atmospheric pressure for 5 hours. Thereto was added Celite, and the resulting mixture was filtered. The filtrate was concentrated under reduced pressure. The residue was mixed with diethyl ether, and the mixture was stirred for 10 minutes. The result... Reactants: C1(=CC=CC=C1)C(C1=CC=CC=C1)OC(=O)C1=C(CS[C@H]2N1C([C@H]2N)=O)C(C)SC2=NN=NN2 (7β-amino-3-(1-methyl-5-tetrazolylthiomethyl)-3-cephem-4-carboxylic acid diphenylmethyl ester), C(C)(C)(C)OC(=O)NCC1=CC=C(S1)CC(=O)O (2-(5-tert.-butoxycarbonylaminomethyl-2-thienyl)-acetic acid), C(C(C)C)OC(=O)Cl (chloroformic acid isobutyl ester). Solvent: C(Cl)Cl (methylene chloride), C(Cl)Cl (methylene chloride), CN1CCOCC1 (4-methyl-morpholine). Run at temperature -20 celsius, time 30 minute. Product: C1(=CC=CC=C1)C(C1=CC=CC=C1)OC(=O)C1=C(CS[C@H]2N1C([C@H]2NC(CC=2SC(=CC2)CNC(=O)OC(C)(C)C)=O)=O)C(C)SC2=NN=NN2 (7β-[2-(5-tert.-butoxycarbonylaminomethyl-2-thienyl)-acetylamino]-3-(1-methyl-5-tetrazolylthiomethyl)-3-cephem-4-carboxylic acid diphenylmethyl ester). As a reaction SMILES: [C:1]([O:5][C:6]([NH:8][CH2:9][C:10]1[S:14][C:13]([CH2:15][C:16]([OH:18])=O)=[CH:12][CH:11]=1)=[O:7])([CH3:4])([CH3:3])[CH3:2].C(OC(Cl)=O)C(C)C.[C:27]1([CH:33]([O:40][C:41]([C:43]2[N:48]3[C:49](=[O:52])[C@@H:50]([NH2:51])[C@H:47]3[S:46][CH2:45][C:44]=2[CH:53]([S:55][C:56]2[NH:60][N:59]=[N:58][N:57]=2)[CH3:54])=[O:42])[C:34]2[CH:39]=[CH:38][CH:37]=[CH:36][CH:35]=2)[CH:32]=[CH:31][CH:30]=[CH:29][CH:28]=1>C(Cl)Cl.CN1CCOCC1>[C:27]1([CH:33]([O:40][C:41]([C:43]2[N:48]3[C:49](=[O:52])[C@@H:50]([NH:51][C:16](=[O:18])[CH2:15][C:13]4[S:14][C:10]([CH2:9][NH:8][C:6]([O:5][C:1]([CH3:2])([CH3:3])[CH3:4])=[O:7])=[CH:11][CH:12]=4)[C@H:47]3[S:46][CH2:45][C:44]=2[CH:53]([S:55][C:56]2[NH:60][N:59]=[N:58][N:57]=2)[CH3:54])=[O:42])[C:34]2[CH:35]=[CH:36][CH:37]=[CH:38][CH:39]=2)[CH:28]=[CH:29][CH:30]=[CH:31][CH:32]=1. Procedure details: 5.43 g of 2-(5-tert.-butoxycarbonylaminomethyl-2-thienyl)-acetic acid are dissolved in 200 ml of methylene chloride containing 2.20 ml of 4-methyl-morpholine, the solution, from which moisture is kept excluded, is cooled to -20° C. and 2.86 ml of chloroformic acid isobutyl ester are added dropwise. After 30 minutes, a solution of 9.35 g of 7β-amino-3-(1-methyl-5-tetrazolylthiomethyl)-3-cephem-4-carboxylic acid diphenylmethyl ester in 100 ml of methylene chloride is added, after which stirring is... The reactants are BrC=1C=C(N)C=CC1F (3-bromo-4-fluoroaniline), CC=1N=C(SC1)NC(OC1=CC=CC=C1)=O (phenyl 4-methylthiazol-2-ylcarbamate), TEA. Solvent: C1CCOC1 (THF). Product: BrC=1C=C(C=CC1F)NC(=O)NC=1SC=C(N1)C (1-(3-bromo-4-fluorophenyl)-3-(4-methylthiazol-2-yl)urea), solid. The yield is 92.0%. Reaction SMILES: [Br:1][C:2]1[CH:3]=[C:4]([CH:6]=[CH:7][C:8]=1[F:9])[NH2:5].[CH3:10][C:11]1[N:12]=[C:13]([NH:16][C:17](=O)[O:18]C2C=CC=CC=2)[S:14][CH:15]=1>C1COCC1>[Br:1][C:2]1[CH:3]=[C:4]([NH:5][C:17]([NH:16][C:13]2[S:14][CH:15]=[C:11]([CH3:10])[N:12]=2)=[O:18])[CH:6]=[CH:7][C:8]=1[F:9]. Reported procedure: Step 2 A solution of 3-bromo-4-fluoroaniline (250 mg, 1.316 mmol) in THF (6 mL) was stirred on ice and treated with TEA (0.367 mL, 2.63 mmol), then with phenyl 4-methylthiazol-2-ylcarbamate (308 mg, 1.316 mmol) and the resulting solution was stirred at rt for 70 h. The mixture was concentrated and the residue was stirred in 1 M hydrochloric acid, forming a precipitate which was collected by filtration, rinsed with water and dried under vacuum to provide 1-(3-bromo-4-fluorophenyl)-3-(4-methylthia... Reactants: CC(=O)C(C(=O)NC1=CC2=C(C=C1)NC(=O)N2)N=NC3=C(C=C(C=C3)Cl)[N+](=O)[O-] (C.I. pigment orange), N(CCO)(CCO)CCO (triethanolamine), zirconia. The solvent is O (water), O (water), O (water). Run at time 5 hour. Yields the product N=1C(N=C2C1C=CC=C2)=O (Benzimidazolone). As a reaction SMILES: CC(C(N=NC1C=CC(Cl)=CC=1[N+]([O-])=O)C(N[C:8]1[CH:13]=[CH:12][C:11]2[NH:14][C:15]([NH:17][C:10]=2[CH:9]=1)=[O:16])=O)=O.N(CCO)(CCO)CCO>O>[N:14]1[C:15](=[O:16])[N:17]=[C:10]2[CH:9]=[CH:8][CH:13]=[CH:12][C:11]=12. Reported procedure: 20 g of C.I. pigment orange 60 having an average primary particle diameter of 85 nm (in which the content as metal ions having a valence of at least 2 was 320 ppm), 1.6 g of the pigment derivative (a′) and 110 g of deionized water were mixed, triethanolamine was added so as to adjust pH of a mixture liquid to 9.0, and the mixture liquid was dispersed with a paint shaker in the presence of zirconia beads as media for approximately 5 hours, to obtain a pigment dispersion. The obtained water-based ...